Dataset: the Open Reaction Database (ORD), a public repository of structured organic reaction records. Task: describe an organic reaction: reactants, conditions, products, and yield Starting materials: C(Cl)(Cl)Cl (chloroform), C(C1=CC=CC=C1)O[C@H]1[C@@H](O[C@@H]([C@H]([C@@H]1OCC1=CC=CC=C1)OCC1=CC=CC=C1)COCC1=CC=CC=C1)C1=C(C=C(C(=C1)CC1=CC=C(C=C1)CCNC(C1=CC=CC=C1)(C1=CC=CC=C1)C1=CC=CC=C1)C)OCC1=CC=CC=C1 ((1S)-1,5-anhydro-2,3,4,6-tetra-O-benzyl-1-[2-(benzyloxy)-4-methyl-5-[4-[2-(tritylamino)ethyl]benzyl]phenyl]-D-glucitol), FC(C(=O)[O-])(F)F (trifluoroacetate). The solvent is C(C)O (ethanol). Run at time 3 hour. The product is C(C1=CC=CC=C1)O[C@H]1[C@@H](O[C@@H]([C@H]([C@@H]1OCC1=CC=CC=C1)OCC1=CC=CC=C1)COCC1=CC=CC=C1)C1=C(C=C(C(=C1)CC1=CC=C(C=C1)CCN)C)OCC1=CC=CC=C1 ((1S)-1,5-anhydro-2,3,4,6-tetra-O-benzyl-1-[5-[4-(2-aminoethyl)benzyl]-2-(benzyloxy)-4-methylphenyl]-D-glucitol). Yield: 103.1%. As a reaction SMILES: C(Cl)(Cl)Cl.[CH2:5]([O:12][C@@H:13]1[C@@H:18]([O:19][CH2:20][C:21]2[CH:26]=[CH:25][CH:24]=[CH:23][CH:22]=2)[C@H:17]([O:27][CH2:28][C:29]2[CH:34]=[CH:33][CH:32]=[CH:31][CH:30]=2)[C@@H:16]([CH2:35][O:36][CH2:37][C:38]2[CH:43]=[CH:42][CH:41]=[CH:40][CH:39]=2)[O:15][C@H:14]1[C:44]1[CH:49]=[C:48]([CH2:50][C:51]2[CH:56]=[CH:55][C:54]([CH2:57][CH2:58][NH:59]C(C3C=CC=CC=3)(C3C=CC=CC=3)C3C=CC=CC=3)=[CH:53][CH:52]=2)[C:47]([CH3:79])=[CH:46][C:45]=1[O:80][CH2:81][C:82]1[CH:87]=[CH:86][CH:85]=[CH:84][CH:83]=1)[C:6]1[CH:11]=[CH:10][CH:9]=[CH:8][CH:7]=1.FC(F)(F)C([O-])=O>C(O)C>[CH2:5]([O:12][C@@H:13]1[C@@H:18]([O:19][CH2:20][C:21]2[CH:22]=[CH:23][CH:24]=[CH:25][CH:26]=2)[C@H:17]([O:27][CH2:28][C:29]2[CH:34]=[CH:33][CH:32]=[CH:31][CH:30]=2)[C@@H:16]([CH2:35][O:36][CH2:37][C:38]2[CH:43]=[CH:42][CH:41]=[CH:40][CH:39]=2)[O:15][C@H:14]1[C:44]1[CH:49]=[C:48]([CH2:50][C:51]2[CH:52]=[CH:53][C:54]([CH2:57][CH2:58][NH2:59])=[CH:55][CH:56]=2)[C:47]([CH3:79])=[CH:46][C:45]=1[O:80][CH2:81][C:82]1[CH:83]=[CH:84][CH:85]=[CH:86][CH:87]=1)[C:6]1[CH:11]=[CH:10][CH:9]=[CH:8][CH:7]=1. Procedure details: To a chloroform solution of (1S)-1,5-anhydro-2,3,4,6-tetra-O-benzyl-1-[2-(benzyloxy)-4-methyl-5-[4-[2-(tritylamino)ethyl]benzyl]phenyl]-D-glucitol (0.402 g, 0.336 mmol) was added at room temperature trifluoroacetate (0.5 mL), and the mixture was stirred for 3 hours at the same temperature. To the reaction solution was added ethanol and then the solvent was evaporated under reduced pressure. Thus obtained residue was purified with NH type silica gel column chromatography (hexane:ethyl acetate=4:6...